From a dataset of the Open Reaction Database (ORD), a public repository of structured organic reaction records. describe an organic reaction: reactants, conditions, products, and yield Reactants: ClCCl, Cc1ccccc1, COC(=O)N(CCNc1cccnc1)c1ccc(Cl)cc1. The product is O=C1N(c2ccc(Cl)cc2)CCN1c1cccnc1. Reaction SMILES: [CH2:29]([Cl:30])[Cl:31].[CH3:1][c:2]1[cH:3][cH:4][cH:5][cH:6][cH:7]1.[Cl:8][c:9]1[cH:10][cH:11][c:12]([N:15]([CH2:16][CH2:17][NH:18][c:19]2[cH:20][n:21][cH:22][cH:23][cH:24]2)[C:25]([O:27][CH3:26])=[O:28])[cH:13][cH:14]1>>[Cl:8][c:9]1[cH:10][cH:11][c:12]([N:15]2[CH2:16][CH2:17][N:18]([c:19]3[cH:20][n:21][cH:22][cH:23][cH:24]3)[C:25]2=[O:27])[cH:13][cH:14]1. Starting materials: C(C1=CC=CC=C1)ON (O-benzylhydroxylamine), CN1N=NC=2N(C1=O)C=NC2C(=O)Cl (3-methyl-4-oxo-3,4-dihydroimidazo[5,1-d][1,2,3,5]tetrazine-8-carbonyl chloride). Solvent: O (water), C1CCOC1 (THF). Run at time 30 minute. The product is C(C1=CC=CC=C1)ONC(=O)C=1N=CN2C1N=NN(C2=O)C (N-(Benzyloxy)-3-methyl-4-oxo-3,4-dihydroimidazo[5,1-d][1,2,3,5]tetrazine-8-carboxamide). Isolated yield 63.0%. Reaction SMILES: [CH2:1]([O:8][NH2:9])[C:2]1[CH:7]=[CH:6][CH:5]=[CH:4][CH:3]=1.[CH3:10][N:11]1[C:16](=[O:17])[N:15]2[CH:18]=[N:19][C:20]([C:21](Cl)=[O:22])=[C:14]2[N:13]=[N:12]1>C1COCC1.O>[CH2:1]([O:8][NH:9][C:21]([C:20]1[N:19]=[CH:18][N:15]2[C:16](=[O:17])[N:11]([CH3:10])[N:12]=[N:13][C:14]=12)=[O:22])[C:2]1[CH:7]=[CH:6][CH:5]=[CH:4][CH:3]=1. Procedure: O-benzylhydroxylamine (195 μL, 1.68 mmol, 2 eq.) was added to a solution of crude 3-methyl-4-oxo-3,4-dihydroimidazo[5,1-d][1,2,3,5]tetrazine-8-carbonyl chloride (200 mg, 0.84 mmol; see Arrowsmith et al., J. Med. Chem., 2002, Vol. 45, No. 25, p. 5458) in THF (6 mL) and a precipitate formed instantly. The resulting suspension was stirred for 1 hour and 30 minutes and was then poured into ice. The suspension was diluted with water and the precipitate was filtered and washed successively with water,...